Dataset: the Open Reaction Database (ORD), a public repository of structured organic reaction records. Task: describe an organic reaction: reactants, conditions, products, and yield Reactants: C(C)(C)C(C#N)(CCCNCCOC1=C(C=CC=C1)OC)C1=CC(=C(C=C1)OC)OC (alpha-isopropyl-alpha-[3-[N-[2-(2-methoxyphenoxy)ethyl]amino]propyl]-3,4-dimethoxyphenylacetonitrile), C=O (formalin), C(=O)O (formic acid), C([O-])([O-])=O.[K+].[K+] (potassium carbonate). Solvent: O (water). Run at temperature 110 celsius, time 1 hour. Yields the product C(C)(C)C(C#N)(CCCN(C)CCOC1=C(C=CC=C1)OC)C1=CC(=C(C=C1)OC)OC (Alpha-isopropyl-alpha-[3-[N-[2-(2-methoxyphenoxy)ethyl]-N-methylamino]propyl]-3,4-dimethoxyphenylacetonitrile). RXN SMILES: [CH:1]([C:4]([C:22]1[CH:27]=[CH:26][C:25]([O:28][CH3:29])=[C:24]([O:30][CH3:31])[CH:23]=1)([CH2:7][CH2:8][CH2:9][NH:10][CH2:11][CH2:12][O:13][C:14]1[CH:19]=[CH:18][CH:17]=[CH:16][C:15]=1[O:20][CH3:21])[C:5]#[N:6])([CH3:3])[CH3:2].C=O.[CH:34](O)=O.C(=O)([O-])[O-].[K+].[K+]>O>[CH:1]([C:4]([C:22]1[CH:27]=[CH:26][C:25]([O:28][CH3:29])=[C:24]([O:30][CH3:31])[CH:23]=1)([CH2:7][CH2:8][CH2:9][N:10]([CH2:11][CH2:12][O:13][C:14]1[CH:19]=[CH:18][CH:17]=[CH:16][C:15]=1[O:20][CH3:21])[CH3:34])[C:5]#[N:6])([CH3:3])[CH3:2] |f:3.4.5|. Procedure: A mixture of 2.35 g of alpha-isopropyl-alpha-[3-[N-[2-(2-methoxyphenoxy)ethyl]amino]propyl]-3,4-dimethoxyphenylacetonitrile, 8 ml of 37% formalin, and 16 ml of 90% formic acid was stirred for 1 hour at 110° C. After cooling, to the mixture were added water and potassium carbonate to make it alkaline. The solution was extracted with chloroform and the extract was washed with water, dried, and evaporated. The residue was chromatographed on silica gel using chloroform as an eluent to give 1.30 g of... Reactants: N(=[N+]=[N-])C(C=1C=C(OCCCCCCCCC2OCCO2)C=C(C1)Br)C1=CC=CC=C1 (2-(8-(3-(azido(phenyl)methyl)-5-bromophenoxy)octyl)-1,3-dioxolane), C1(=CC=CC=C1)P(C1=CC=CC=C1)C1=CC=CC=C1 (triphenylphosphine). Run in O1CCCC1 (tetrahydrofuran), O (water). Reaction conditions: temperature 60 celsius. Product: O1C(OCC1)CCCCCCCCOC=1C=C(C=C(C1)Br)C(N)C1=CC=CC=C1 ((3-((8-(1,3-Dioxolan-2-yl)octyl)oxy)-5-bromophenyl)(phenyl)methanamine). Isolated yield 68.0%. RXN SMILES: [N:1]([CH:4]([C:26]1[CH:31]=[CH:30][CH:29]=[CH:28][CH:27]=1)[C:5]1[CH:6]=[C:7]([CH:22]=[C:23]([Br:25])[CH:24]=1)[O:8][CH2:9][CH2:10][CH2:11][CH2:12][CH2:13][CH2:14][CH2:15][CH2:16][CH:17]1[O:21][CH2:20][CH2:19][O:18]1)=[N+]=[N-].C1(P(C2C=CC=CC=2)C2C=CC=CC=2)C=CC=CC=1>O1CCCC1.O>[O:18]1[CH2:19][CH2:20][O:21][CH:17]1[CH2:16][CH2:15][CH2:14][CH2:13][CH2:12][CH2:11][CH2:10][CH2:9][O:8][C:7]1[CH:6]=[C:5]([CH:4]([C:26]2[CH:27]=[CH:28][CH:29]=[CH:30][CH:31]=2)[NH2:1])[CH:24]=[C:23]([Br:25])[CH:22]=1. Procedure details: To a stirred reaction of 2-(8-(3-(azido(phenyl)methyl)-5-bromophenoxy)octyl)-1,3-dioxolane (1.19 g, 2.45 mmol) in tetrahydrofuran (15 mL) and water (0.3 mL), was added triphenylphosphine (0.71 g, 2.69 mmol). The reaction mixture was heated to 60° C. for 16 hours. The reaction mixture was cooled, concentrated and purified by silica gel chromatography eluting with 0-100% ethyl acetate in iso-hexane to afford impure title compound as a colourless oil (0.77 g, 68%). The reactants are O=C1CCC2=CC(=CC=C12)C#N (1-Oxoindane-5-carbonitrile), BrBr (bromine), Br (HBr). Solvent: C(C)(=O)O (acetic acid), O (water). The product is BrC1C(C2=CC=C(C=C2C1)C#N)=O (2-bromo-1-oxoindane-5-carbonitrile). RXN SMILES: [O:1]=[C:2]1[C:10]2[C:5](=[CH:6][C:7]([C:11]#[N:12])=[CH:8][CH:9]=2)[CH2:4][CH2:3]1.[Br:13]Br.Br>C(O)(=O)C.O>[Br:13][CH:3]1[CH2:4][C:5]2[C:10](=[CH:9][CH:8]=[C:7]([C:11]#[N:12])[CH:6]=2)[C:2]1=[O:1]. Procedure: 1-Oxoindane-5-carbonitrile is brominated with bromine in glacial acetic acid with addition of a catalytic amount of 48% strength HBr solution in water and affords 2-bromo-1-oxoindane-5-carbonitrile with a melting point of 115-118° C. Reactants: ClC=1C(=NC=CN1)N (3-chloro-2-aminopyrazine), N1=CC(=CC=C1)CO (pyridine-3-methanol), [H-].[Na+] (sodium hydride). Run in CN1C(CCC1)=O (N-methylpyrrolidinone). Yields the product N1=CC(=CC=C1)COC=1C(=NC=CN1)N (3-(3-Pyridinylmethoxy)-2-pyrazinamine). Yield: 79.7%. RXN SMILES: Cl[C:2]1[C:3]([NH2:8])=[N:4][CH:5]=[CH:6][N:7]=1.[N:9]1[CH:14]=[CH:13][CH:12]=[C:11]([CH2:15][OH:16])[CH:10]=1.[H-].[Na+]>CN1CCCC1=O>[N:9]1[CH:14]=[CH:13][CH:12]=[C:11]([CH2:15][O:16][C:2]2[C:3]([NH2:8])=[N:4][CH:5]=[CH:6][N:7]=2)[CH:10]=1 |f:2.3|. Procedure: Prepared as for Example 121a using 3-chloro-2-aminopyrazine (0.5 g), pyridine-3-methanol (0.42 g) and sodium hydride (0.31 g of a 60% dispersion in oil) in N-methylpyrrolidinone (5 mL) to afford the sub-titled compound as a solid (0.62 g). The reactants are ClC=1C=CC(=C(CN2C3=C(NCC2)N=CC(=C3)C=3C=C(C(=O)O)C=CC3)C1)C(F)(F)F (3-{1-[5-chloro-2-(trifluoromethyl)benzyl]-1,2,3,4-tetrahydropyrido[2,3-b]pyrazin-7-yl}benzoic acid), CS(=O)(=O)C1=CC=C(CN)C=C1 (4-methanesulfonylbenzylamine). The product is ClC=1C=CC(=C(CN2C3=C(NCC2)N=CC(=C3)C=3C=C(C(=O)NCC2=CC=C(C=C2)S(=O)(=O)C)C=CC3)C1)C(F)(F)F (3-{1-[5-Chloro-2-(trifluoromethyl)benzyl]-1,2,3,4-tetrahydropyrido[2,3-b]pyrazin-7-yl}-N-(4-methanesulfonylbenzyl)benzamide). As a reaction SMILES: [Cl:1][C:2]1[CH:3]=[CH:4][C:5]([C:28]([F:31])([F:30])[F:29])=[C:6]([CH:27]=1)[CH2:7][N:8]1[CH2:13][CH2:12][NH:11][C:10]2[N:14]=[CH:15][C:16]([C:18]3[CH:19]=[C:20]([CH:24]=[CH:25][CH:26]=3)[C:21](O)=[O:22])=[CH:17][C:9]1=2.[CH3:32][S:33]([C:36]1[CH:43]=[CH:42][C:39]([CH2:40][NH2:41])=[CH:38][CH:37]=1)(=[O:35])=[O:34]>>[Cl:1][C:2]1[CH:3]=[CH:4][C:5]([C:28]([F:31])([F:29])[F:30])=[C:6]([CH:27]=1)[CH2:7][N:8]1[CH2:13][CH2:12][NH:11][C:10]2[N:14]=[CH:15][C:16]([C:18]3[CH:19]=[C:20]([CH:24]=[CH:25][CH:26]=3)[C:21]([NH:41][CH2:40][C:39]3[CH:38]=[CH:37][C:36]([S:33]([CH3:32])(=[O:35])=[O:34])=[CH:43][CH:42]=3)=[O:22])=[CH:17][C:9]1=2. Procedure: 3-{1-[5-chloro-2-(trifluoromethyl)benzyl]-1,2,3,4-tetrahydropyrido[2,3-b]pyrazin-7-yl}benzoic acid was reacted with 4-methanesulfonylbenzylamine as in General Procedure 10 to give the title compound. LCMS: m/z=614.91 (M+H+); retention time=0.81 minutes. The reactants are CC(=O)Cl, ClCCl, Cl[Sn](Cl)(Cl)Cl, c1ccc(-c2cc3ccccc3[nH]2)cc1. The product is CC(=O)c1c(-c2ccccc2)[nH]c2ccccc12. As a reaction SMILES: [CH3:16][C:17]([Cl:18])=[O:19].[Cl:25][CH2:26][Cl:27].[Sn:20]([Cl:21])([Cl:22])([Cl:23])[Cl:24].[c:1]1(-[c:7]2[nH:8][c:9]3[cH:10][cH:11][cH:12][cH:13][c:14]3[cH:15]2)[cH:2][cH:3][cH:4][cH:5][cH:6]1>>[c:1]1(-[c:7]2[nH:8][c:9]3[cH:10][cH:11][cH:12][cH:13][c:14]3[c:15]2[C:17]([CH3:16])=[O:19])[cH:2][cH:3][cH:4][cH:5][cH:6]1. The reactants are Cl.BrC1=CC=NC=C1 (4-bromopyridine hydrochloride), [OH-].[Na+] (sodium hydroxide), C(CCCC#C)O (5-Hexyn-1-ol). The reagents and catalysts are C1=CC=C(C=C1)P(C2=CC=CC=C2)C3=CC=CC=C3.C1=CC=C(C=C1)P(C2=CC=CC=C2)C3=CC=CC=C3.Cl[Pd]Cl (bis(triphenylphosphine)palladium (II) chloride), [Cu]I (copper(I)iodide). Solvent: C(C)OC(C)=O (ethylacetate). Yields the product N1=CC=C(C=C1)C#CCCCCO (6-(4-Pyridinyl)-5-hexyn-1-ol). Yield: 52.4%. Reaction SMILES: Cl.Br[C:3]1[CH:8]=[CH:7][N:6]=[CH:5][CH:4]=1.[OH-].[Na+].[CH2:11]([OH:17])[CH2:12][CH2:13][CH2:14][C:15]#[CH:16]>C1C=CC(P(C2C=CC=CC=2)C2C=CC=CC=2)=CC=1.C1C=CC(P(C2C=CC=CC=2)C2C=CC=CC=2)=CC=1.Cl[Pd]Cl.[Cu]I.C(OC(=O)C)C>[N:6]1[CH:7]=[CH:8][C:3]([C:16]#[C:15][CH2:14][CH2:13][CH2:12][CH2:11][OH:17])=[CH:4][CH:5]=1 |f:0.1,2.3,5.6.7|. Procedure: 4-bromopyridine hydrochloride (5 g, 25.7 mmol) was partitioned between sodium hydroxide (20 ml, 40.0 mmol) and ethylacetate (3×100 ml). The organic layer was separated, dried over Na2SO4 and evaporated in vacuo. The resulting oil was dissolved in triethylamine (10 ml) and degassed under nitrogen. 5-Hexyn-1-ol, (2.8 ml, 25.8 mmol) was added followed by bis(triphenylphosphine)palladium (II) chloride, (200 mg, 0.285 mmol) and copper(I)iodide (100 mg, 0.525 mmol) and the resulting mixture was stirre... The reactants are [N+](=O)([O-])C (nitromethane), ClC=1C=CC2=C(C(=NCC(=N2)OP(=O)(N2CCOCC2)N2CCOCC2)C2=CC=CC=C2)C1 (7-chloro-2-di-(morpholino)phosphinyloxy-5-phenyl-3H-1,4-benzodiazepine), [H-].[Na+] (sodium hydride), [H-] (hydride). The solvent is CN(C=O)C (dimethylformamide). Conditions: time 1 hour. Yields the product ClC=1C=CC2=C(C(=NCC(N2)=C[N+](=O)[O-])C2=CC=CC=C2)C1 (7-Chloro-1,3-dihydro-2-nitromethylene-5-phenyl-2H-1,4-benzodiazepine). Reaction SMILES: [N+:1]([CH3:4])([O-:3])=[O:2].[H-].[Na+].[H-].[Cl:8][C:9]1[CH:10]=[CH:11][C:12]2[N:18]=[C:17](OP(N3CCOCC3)(N3CCOCC3)=O)[CH2:16][N:15]=[C:14]([C:34]3[CH:39]=[CH:38][CH:37]=[CH:36][CH:35]=3)[C:13]=2[CH:40]=1>CN(C)C=O>[Cl:8][C:9]1[CH:10]=[CH:11][C:12]2[NH:18][C:17](=[CH:4][N+:1]([O-:3])=[O:2])[CH2:16][N:15]=[C:14]([C:34]3[CH:39]=[CH:38][CH:37]=[CH:36][CH:35]=3)[C:13]=2[CH:40]=1 |f:1.2|. Procedure details: To a mixture of 1.0 ml. of nitromethane and 5 ml. of dry dimethylformamide was added 53 mg. of a 50% dispersion of sodium hydride in mineral oil (1.1 mmole hydride). After 1 hour at room temperature, under nitrogen, 489 mg. (1.0 mmole) of 7-chloro-2-di-(morpholino)phosphinyloxy-5-phenyl-3H-1,4-benzodiazepine was added. After stirring at room temperature for 2 hours, dimethylformamide was evaporated (about 80°). The residue was partitioned between methylene chloride and an aqueous layer which is ... Starting materials: ClCCl, O=C(O)C(F)(F)F, CC(c1ccccc1)N1CCN(C(=O)OC(C)(C)C)CC1=O. Product: CC(c1ccccc1)N1CCNCC1=O. Reaction SMILES: [Cl:30][CH2:31][Cl:32].[OH:23][C:24]([C:25]([F:26])([F:27])[F:28])=[O:29].[c:1]1([CH:7]([CH3:8])[N:9]2[C:10](=[O:22])[CH2:11][N:12]([C:15]([O:16][C:17]([CH3:18])([CH3:19])[CH3:20])=[O:21])[CH2:13][CH2:14]2)[cH:2][cH:3][cH:4][cH:5][cH:6]1>>[c:1]1([CH:7]([CH3:8])[N:9]2[C:10](=[O:22])[CH2:11][NH:12][CH2:13][CH2:14]2)[cH:2][cH:3][cH:4][cH:5][cH:6]1.